The task is: describe an organic reaction: reactants, conditions, products, and yield. This data is from the Open Reaction Database (ORD), a public repository of structured organic reaction records. The reactants are C1CNCCN1, CC(C)O, Clc1nccc(-c2cccs2)n1. Product: c1csc(-c2ccnc(N3CCNCC3)n2)c1. RXN SMILES: [CH2:13]1[CH2:14][NH:15][CH2:16][CH2:17][NH:18]1.[CH3:19][CH:20]([OH:21])[CH3:22].[Cl:1][c:2]1[n:3][cH:4][cH:5][c:6](-[c:8]2[s:9][cH:10][cH:11][cH:12]2)[n:7]1>>[c:2]1([N:15]2[CH2:14][CH2:13][NH:18][CH2:17][CH2:16]2)[n:3][cH:4][cH:5][c:6](-[c:8]2[s:9][cH:10][cH:11][cH:12]2)[n:7]1. Reactants: CC(Br)c1ccnc2ncnn12, COCCOC, Oc1ccc(F)cc1Cl, [H-], [Na+]. Product: CC(Oc1ccc(F)cc1Cl)c1ccnc2ncnn12. Reaction SMILES: [Br:12][CH:13]([CH3:14])[c:15]1[cH:16][cH:17][n:18][c:19]2[n:20]1[n:21][cH:22][n:23]2.[CH3:24][O:25][CH2:26][CH2:27][O:28][CH3:29].[Cl:1][c:2]1[c:3]([OH:9])[cH:4][cH:5][c:6]([F:8])[cH:7]1.[H-:10].[Na+:11]>>[Cl:1][c:2]1[c:3]([O:9][CH:13]([CH3:14])[c:15]2[cH:16][cH:17][n:18][c:19]3[n:20]2[n:21][cH:22][n:23]3)[cH:4][cH:5][c:6]([F:8])[cH:7]1. Reactants: CC(C)OC(=O)N=NC(=O)OC(C)C, C1CCOC1, CCOC(=O)c1ccc(O)nc1, CC(C)(C)OC(=O)C1CCC(O)CC1, c1ccc(P(c2ccccc2)c2ccccc2)cc1. Yields the product CCOC(=O)c1ccc(OC2CCC(C(=O)OC(C)(C)C)CC2)nc1. Reaction SMILES: [O:46]=[C:47]([O:48][CH:49]([CH3:50])[CH3:51])[N:52]=[N:53][C:54]([O:55][CH:56]([CH3:57])[CH3:58])=[O:59].[O:60]1[CH2:61][CH2:62][CH2:63][CH2:64]1.[OH:15][c:16]1[n:17][cH:18][c:19]([C:20](=[O:21])[O:22][CH2:23][CH3:24])[cH:25][cH:26]1.[OH:1][CH:2]1[CH2:3][CH2:4][CH:5]([C:8](=[O:9])[O:10][C:11]([CH3:12])([CH3:13])[CH3:14])[CH2:6][CH2:7]1.[c:27]1([P:28]([c:29]2[cH:30][cH:31][cH:32][cH:33][cH:34]2)[c:35]2[cH:36][cH:37][cH:38][cH:39][cH:40]2)[cH:41][cH:42][cH:43][cH:44][cH:45]1>>[O:1]([CH:2]1[CH2:3][CH2:4][CH:5]([C:8](=[O:9])[O:10][C:11]([CH3:12])([CH3:13])[CH3:14])[CH2:6][CH2:7]1)[c:16]1[n:17][cH:18][c:19]([C:20](=[O:21])[O:22][CH2:23][CH3:24])[cH:25][cH:26]1. Starting materials: O=C(Cl)c1ccccc1, CC(CO)NC(=O)OC(C)(C)C, CC(=O)Cl. The product is CC(COC(=O)c1ccccc1)NC(=O)OC(C)(C)C. Reaction SMILES: [C:17]([c:18]1[cH:19][cH:20][cH:21][cH:22][cH:23]1)(=[O:24])[Cl:25].[C:1]([CH3:2])([CH3:3])([CH3:4])[O:5][C:6](=[O:7])[NH:8][CH:9]([CH3:10])[CH2:11][OH:12].[CH3:13][C:14](=[O:15])[Cl:16]>>[C:1]([CH3:2])([CH3:3])([CH3:4])[O:5][C:6](=[O:7])[NH:8][CH:9]([CH3:10])[CH2:11][O:12][C:17]([c:18]1[cH:19][cH:20][cH:21][cH:22][cH:23]1)=[O:24]. Reactants: S(=O)([O-])[O-].[Na+].[Na+] (sodium sulfite), SC1=C(C(=O)OC)C=CC(=C1)OC (Methyl 2-mercapto-4-methoxybenzoate), C(=O)[O-].[Na+] (sodium formate), OO (hydrogen peroxide). Run in C(=O)O (formic acid). Conditions: temperature 35 celsius, time 2 hour. The product is COC1=CC(=C(C=C1)S(=O)(=O)[O-])C(=O)OC.[Na+] (Sodium 4-methoxy-2-(methoxycarbonyl)benzenesulfonate). Isolated yield 731.7%. As a reaction SMILES: S[C:2]1[CH:11]=[C:10](OC)[CH:9]=[CH:8][C:3]=1[C:4]([O:6][CH3:7])=[O:5].[CH:14]([O-])=[O:15].[Na+:17].OO.[S:20]([O-:23])([O-:22])=[O:21].[Na+].[Na+]>C(O)=O>[CH3:14][O:15][C:9]1[CH:10]=[CH:11][C:2]([S:20]([O-:23])(=[O:22])=[O:21])=[C:3]([C:4]([O:6][CH3:7])=[O:5])[CH:8]=1.[Na+:17] |f:1.2,4.5.6,8.9|. Procedure details: A mixture of 50 g of the compound of Example 2, 34 g of sodium formate and 505 ml of formic acid was warmed to 35° C. and 90 ml of 30% hydrogen peroxide was added slowly over 0.75 hours. The reaction temperature was allowed to warm to 55° C. and held at 55° C. for 2 hours. The reaction mixture was cooled to ambient temperature and 7 g of sodium sulfite was added in portions to destroy excess hydrogen peroxide. The reaction mixture was concentrated in vacuo at 50° C. Toluene (250 ml) was added to... Isolated yield 93.4%. The reactants are OCCCCCCOC1=CC=C(C=C1)C1=CC=C(C=C1)C#N (4-(6-Hydroxyhexyloxy)-4′-cyanobiphenyl), [OH-].[K+] (KOH), O (water). Procedure details: To a solution of 8 (13.0 g, 4.4 mmol) in ethylene glycol (370 ml) was added KOH (37.07 g, 66.06 mmol). After refluxing for 2 h, the reaction mixture was poured into 1.6 L water for acidification to a pH less than 4. The precipitate from acidification was boiled in methanol to remove water and ethylene glycol. The solid residue collected by filtration was further purified by boiling in methylene chloride. The solid product was further washed with hot methylene chloride to yield 9 (12.94 g, 93.4%)... As a reaction SMILES: [OH:1][CH2:2][CH2:3][CH2:4][CH2:5][CH2:6][CH2:7][O:8][C:9]1[CH:14]=[CH:13][C:12]([C:15]2[CH:20]=[CH:19][C:18]([C:21]#N)=[CH:17][CH:16]=2)=[CH:11][CH:10]=1.[OH-:23].[K+].[OH2:25]>C(O)CO.CO>[OH:1][CH2:2][CH2:3][CH2:4][CH2:5][CH2:6][CH2:7][O:8][C:9]1[CH:14]=[CH:13][C:12]([C:15]2[CH:20]=[CH:19][C:18]([C:21]([OH:25])=[O:23])=[CH:17][CH:16]=2)=[CH:11][CH:10]=1 |f:1.2|. Solvent: CO (methanol), C(CO)O (ethylene glycol). Product: OCCCCCCOC1=CC=C(C=C1)C1=CC=C(C=C1)C(=O)O (4′-(6-Hydroxyhexyloxy)-4-biphenylcarboxylic acid). Reactants: BrC1C2=C(C=CC3=C1C=CC(=C3)C(C(=O)O)C)C=CC=C2 (2-(5-bromo-5H-dibenzo[a,d]cyclohepten-2-yl)propionic acid), CCOCC (ether), C(C)#N (acetonitrile), O (Water). Reagents/catalysts: C1(=CC=C(C=C1)S(=O)(=O)[O-])C.[Ag+] (silver p-toluenesulfonate). Run in C(C)(=O)O (acetic acid). Reaction conditions: temperature 120 celsius. Product: C1=C(C=CC=2C(C3=C(C=CC21)C=CC=C3)=O)C(C(=O)O)C (5H-dibenzo[a,d]cyclohepten-5-on-2-yl propionic acid). Isolated yield 15.0%. As a reaction SMILES: Br[CH:2]1[C:8]2[CH:9]=[CH:10][C:11]([CH:13]([CH3:17])[C:14]([OH:16])=[O:15])=[CH:12][C:7]=2[CH:6]=[CH:5][C:4]2[CH:18]=[CH:19][CH:20]=[CH:21][C:3]1=2.C(#N)C.O.CC[O:28]CC>C1(C)C=CC(S([O-])(=O)=O)=CC=1.[Ag+].C(O)(=O)C>[CH:12]1[C:7]2[CH:6]=[CH:5][C:4]3[CH:18]=[CH:19][CH:20]=[CH:21][C:3]=3[C:2](=[O:28])[C:8]=2[CH:9]=[CH:10][C:11]=1[CH:13]([CH3:17])[C:14]([OH:16])=[O:15] |f:4.5|. Reported procedure: 1.0 Gm. of silver p-toluenesulfonate and 0.5 gm. of 2-(5-bromo-5H-dibenzo[a,d]cyclohepten-2-yl)propionic acid are stirred in 50 ml. of acetonitrile in the dark for 6 hours. Water, ether and 2.0 ml. of acetic acid are added. The ethereal layer is washed, dried and evaporated. The products, 2-(5-p-toluene-sulfonyloxy-5H-dibenzo[a,d]cyclohepten-2-yl)propionic acid, is dissolved in 10 ml. of dimethylsulfoxide and heated to 120° C. for 5 minutes, then cooled, poured into water and extracted with ethy... The reactants are C(C)(C)(C)OC(=O)N1[C@@H](CN([C@H](C1)CCl)CC(=O)N1CC(C2=NC=C(C=C21)CC2=CC=C(C=C2)F)(C)C)C ((2R,5R)-5-chloromethyl-4-{2-[6-(4-fluoro-benzyl)-3,3-dimethyl-2,3-dihydro-pyrrolo[3,2-b]pyridin-1-yl]-2-oxo-ethyl}-2-methyl-piperazine-1-carboxylic acid tert-butyl ester), C[C@H]1NCCOC1 ((R)-3-methyl-morpholine). Product: C(C)(C)(C)OC(=O)N1[C@@H](CN([C@H](C1)CN1[C@@H](COCC1)C)CC(=O)N1CC(C2=NC=C(C=C21)CC2=CC=C(C=C2)F)(C)C)C ((2R,5S)-4-{2-[6-(4-Fluoro-benzyl)-3,3-dimethyl-2,3-dihydro-pyrrolo[3,2-b]pyridin-1-yl]-2-oxo-ethyl}-2-methyl-5-((R)-3-methyl-morpholin-4-ylmethyl)-piperazine-1-carboxylic acid tert-butyl ester). As a reaction SMILES: [C:1]([O:5][C:6]([N:8]1[CH2:13][C@H:12]([CH2:14]Cl)[N:11]([CH2:16][C:17]([N:19]2[C:27]3[C:22](=[N:23][CH:24]=[C:25]([CH2:28][C:29]4[CH:34]=[CH:33][C:32]([F:35])=[CH:31][CH:30]=4)[CH:26]=3)[C:21]([CH3:37])([CH3:36])[CH2:20]2)=[O:18])[CH2:10][C@H:9]1[CH3:38])=[O:7])([CH3:4])([CH3:3])[CH3:2].[CH3:39][C@@H:40]1[CH2:45][O:44][CH2:43][CH2:42][NH:41]1>>[C:1]([O:5][C:6]([N:8]1[CH2:13][C@H:12]([CH2:14][N:41]2[CH2:42][CH2:43][O:44][CH2:45][C@H:40]2[CH3:39])[N:11]([CH2:16][C:17]([N:19]2[C:27]3[C:22](=[N:23][CH:24]=[C:25]([CH2:28][C:29]4[CH:34]=[CH:33][C:32]([F:35])=[CH:31][CH:30]=4)[CH:26]=3)[C:21]([CH3:37])([CH3:36])[CH2:20]2)=[O:18])[CH2:10][C@H:9]1[CH3:38])=[O:7])([CH3:4])([CH3:3])[CH3:2]. Reported procedure: Prepared from (2R,5R)-5-chloromethyl-4-{2-[6-(4-fluoro-benzyl)-3,3-dimethyl-2,3-dihydro-pyrrolo[3,2-b]pyridin-1-yl]-2-oxo-ethyl}-2-methyl-piperazine-1-carboxylic acid tert-butyl ester (see Preparation 420) and (R)-3-methyl-morpholine in a similar manner to General Procedure 6. MS: [M+H]+=610.